Task: describe an organic reaction: reactants, conditions, products, and yield. Dataset: the Open Reaction Database (ORD), a public repository of structured organic reaction records The solvent is C(C)(C)(C)O (t-butanol). Starting materials: COC=1C=CC(=CC1)CO (p-methoxybenzyl alcohol), COC1=CC=C(COC(=O)NC2C(N(C2=O)CC2=C(C=C(C=C2)OC)OC)C(=O)OC)C=C1 (methyl 3-(p-methoxybenzyloxy-carbonylamino)-1-(2,4-dimethoxybenzyl)-4-oxoazetidine-2-carboxylate), ClC(CO)(Cl)Cl (2,2,2-trichloroethanol), C(C1=CC=CC=C1)OC(=O)NC1C(N(C1=O)CC1=C(C=C(C=C1)OC)OC)C(=O)OC (methyl 3-(benzyloxycarbonylamino)-1-(2,4-dimethoxybenzyl)-4-oxoazetidine-2-carboxylate), CC1(C2CCC1(C(C2)O)C)C (isoborneol), alcohol, methyl 3-(isobornyloxycarbonylamino)-1-(2,4-dimethoxybenzyl)-4-oxoazetidine-2-carboxylate. RXN SMILES: COC1C=CC(CO)=CC=1.CC1(C)C2(C)C(O)CC1CC2.[Cl:22][C:23]([Cl:27])([Cl:26])[CH2:24][OH:25].COC1C=CC(C[O:35][C:36]([NH:38][CH:39]2[C:42](=[O:43])[N:41]([CH2:44][C:45]3[CH:50]=[CH:49][C:48]([O:51][CH3:52])=[CH:47][C:46]=3[O:53][CH3:54])[CH:40]2[C:55]([O:57][CH3:58])=[O:56])=O)=CC=1.C(OC(NC1C(=O)N(CC2C=CC(OC)=CC=2OC)C1C(OC)=O)=O)C1C=CC=CC=1>C(O)(C)(C)C>[Cl:22][C:23]([Cl:27])([Cl:26])[CH2:24][O:25][C:36]([NH:38][CH:39]1[C:42](=[O:43])[N:41]([CH2:44][C:45]2[CH:50]=[CH:49][C:48]([O:51][CH3:52])=[CH:47][C:46]=2[O:53][CH3:54])[CH:40]1[C:55]([O:57][CH3:58])=[O:56])=[O:35]. Product: ClC(COC(=O)NC1C(N(C1=O)CC1=C(C=C(C=C1)OC)OC)C(=O)OC)(Cl)Cl (methyl 3-(2,2,2-trichloroethoxycarbonylamino)-1-(2,4-dimethoxybenzyl)-4-oxoazetidine-2-carboxylate). Reported procedure: When p-methoxybenzyl alcohol, isoborneol, benzy, alcohol, or 2,2,2-trichloroethanol is substituted for t-butanol in Example 3, methyl 3-(p-methoxybenzyloxy-carbonylamino)-1-(2,4-dimethoxybenzyl)-4-oxoazetidine-2-carboxylate, methyl 3-(isobornyloxycarbonylamino)-1-(2,4-dimethoxybenzyl)-4-oxoazetidine-2-carboxylate, methyl 3-(benzyloxycarbonylamino)-1-(2,4-dimethoxybenzyl)-4-oxoazetidine-2-carboxylate., or methyl 3-(2,2,2-trichloroethoxycarbonylamino)-1-(2,4-dimethoxybenzyl)-4-oxoazetidine-2-carbo... The reactants are trans-cyclohexanediamine, C1(=CC=CC=C1)C1=CC=2NC3=CC=CC=C3C2C=C1 (2-phenylcarbazole), BrC=1C=CC=2N(C3=CC=C(C=C3C2C1)Br)S(=O)(=O)C1=CC=CC=C1 (3,6-dibromo-9-(phenylsulfonyl)-9H-carbazole), P(=O)([O-])([O-])[O-].[K+].[K+].[K+] (potassium phosphate). Reagents/catalysts: [Cu]I (copper(I) iodide). The solvent is O1CCOCC1 (dioxane). The product is C1(=CC=CC=C1)C=1C=CC=2N(C3=CC=CC=C3C2C1)C=1C=CC=2N(C3=CC=C(C=C3C2C1)N1C2=CC=CC=C2C=2C=C(C=CC12)C1=CC=CC=C1)S(=O)(=O)C1=CC=CC=C1 (3,3″-Bis(phenyl)-9′-[(phenyl)sulfonyl]-9,3′:6′,9″-ter-9H-carbazole). Reaction SMILES: C1([C:7]2[CH:19]=[CH:18][C:17]3[C:16]4[C:11](=[CH:12][CH:13]=[CH:14][CH:15]=4)[NH:10][C:9]=3[CH:8]=2)C=CC=CC=1.Br[C:21]1[CH:22]=[CH:23][C:24]2[N:25]([S:35]([C:38]3[CH:43]=[CH:42][CH:41]=[CH:40][CH:39]=3)(=[O:37])=[O:36])[C:26]3[C:31]([C:32]=2[CH:33]=1)=[CH:30][C:29](Br)=[CH:28][CH:27]=3.P([O-])([O-])([O-])=O.[K+].[K+].[K+]>O1CCOCC1.[Cu]I>[C:7]1([C:14]2[CH:13]=[CH:12][C:11]3[N:10]([C:21]4[CH:22]=[CH:23][C:24]5[N:25]([S:35]([C:38]6[CH:43]=[CH:42][CH:41]=[CH:40][CH:39]=6)(=[O:37])=[O:36])[C:26]6[C:31]([C:32]=5[CH:33]=4)=[CH:30][C:29]([N:10]4[C:9]5[CH:8]=[CH:7][C:19]([C:11]7[CH:16]=[CH:15][CH:14]=[CH:13][CH:12]=7)=[CH:18][C:17]=5[C:16]5[C:11]4=[CH:12][CH:13]=[CH:14][CH:15]=5)=[CH:28][CH:27]=6)[C:9]4[C:17]([C:16]=3[CH:15]=2)=[CH:18][CH:19]=[CH:7][CH:8]=4)[CH:19]=[CH:18][CH:17]=[CH:9][CH:8]=1 |f:2.3.4.5|. Procedure: 8.0 g (42.2 mmol) of copper(I) iodide and 11.7 ml (97.5 mmol) of trans-cyclohexanediamine are added to a vigorously stirred suspension of 56.9 g (234 mmol) of 2-phenylcarbazole, 54.4 g (117 mmol) of 3,6-dibromo-9-(phenylsulfonyl)-9H-carbazole and 416.4 g (1961 mmol) of potassium phosphate in 1170 ml of dioxane, and the mixture is subsequently heated under reflux for 16 h. After cooling, the precipitated solid is filtered off with suction, washed three times with 50 ml of toluene, three times wit... Reactants: ClC1=NC2=CC(=C(C=C2C=C1C(=O)C(C(=O)OCC)=CN(C)C)F)Cl (ethyl 2-(2,7-dichloro-6-fluoroquinoline-3-carbonyl)-3-dimethylaminoacrylate), C(C)(C)(C)N (tert.-butylamine), C(C)O (ethanol). Run in ClC(Cl)Cl (trichloromethane), C1CCC2=NCCCN2CC1 (DBU). Product: ClC=1C(=CC=2C(=NC=3N(C=C(C(C3C2)=O)C(=O)OCC)C(C)(C)C)C1)F (8-chloro-3-ethoxycarbonyl-7-fluoro-4-oxo-1-tert.-butyl-1,4-dihydro-benzo[b][1,8]naphthyridine), solid. Reaction SMILES: Cl[C:2]1[C:11]([C:12]([C:14](=[CH:20]N(C)C)[C:15]([O:17][CH2:18][CH3:19])=[O:16])=[O:13])=[CH:10][C:9]2[C:4](=[CH:5][C:6]([Cl:25])=[C:7]([F:24])[CH:8]=2)[N:3]=1.[C:26]([NH2:30])([CH3:29])([CH3:28])[CH3:27].C(O)C>ClC(Cl)Cl.C1CCN2C(=NCCC2)CC1>[Cl:25][C:6]1[C:7]([F:24])=[CH:8][C:9]2[C:4]([CH:5]=1)=[N:3][C:2]1[N:30]([C:26]([CH3:29])([CH3:28])[CH3:27])[CH:20]=[C:14]([C:15]([O:17][CH2:18][CH3:19])=[O:16])[C:12](=[O:13])[C:11]=1[CH:10]=2. Reported procedure: The 8-chloro-3-ethoxycarbonyl-7-fluoro-4-oxo-1-tert.-butyl-1,4-dihydro-benzo[b][1,8]naphthyridine is prepared under the conditions of Example 17 but starting from 8.86 g of ethyl 2-(2,7-dichloro-6-fluoroquinoline-3-carbonyl)-3-dimethylaminoacrylate and 4.03 g of tert.-butylamine in 45 cm3 of trichloromethane and then in 4.53 g of DBU and 45 cm3 of ethanol 5 g of 8-chloro-3-ethoxycarbonyl-7-fluoro-4-oxo-1-tert.-butyl-1,4-dihydro-benzo[b][1,8]naphthyridine are obtained in the form of a yellow soli... RXN SMILES: C[O:2][C:3]([C:5]1[C:13]([NH:14][C:15]2[CH:20]=[CH:19][C:18]([Br:21])=[CH:17][C:16]=2[CH3:22])=[C:12]([F:23])[C:8]2[NH:9][CH:10]=[N:11][C:7]=2[CH:6]=1)=[O:4].[OH-].[Na+]>CO.C(OCC)(=O)C.O>[F:23][C:12]1[C:8]2[NH:9][CH:10]=[N:11][C:7]=2[CH:6]=[C:5]([C:3]([OH:4])=[O:2])[C:13]=1[NH:14][C:15]1[CH:20]=[CH:19][C:18]([Br:21])=[CH:17][C:16]=1[CH3:22] |f:1.2|. The yield is 95.4%. Product: FC1=C(C(=CC2=C1NC=N2)C(=O)O)NC2=C(C=C(C=C2)Br)C (7-Fluoro-6-(4-bromo-2-methyl-phenylamino)-1H-benzoimidazole-5-carboxylic acid). Conditions: temperature 0 celsius, time 16 hour. Procedure: 7-Fluoro-6-(4-bromo-2-methyl-phenylamino)-1H-benzoimidazole-5-carboxylic acid methyl ester 8a (63 mg, 0.167 mmol) is suspended in MeOH (1.5 mL) and 20% NaOH (400 μl) is added. After 16 hours, the reaction is cooled to 0° C. and 1 N NCl solution is added dropwise until pH is 2 to 3. The reaction mixture is diluted with ethyl acetate and water and the layers separated. The organic layer is washed with brine, dried (Na2SO4) and concentrated under reduced pressure to give 58 mg (95%) of desired prod... Run in CO (MeOH), C(C)(=O)OCC (ethyl acetate), O (water). Reactants: COC(=O)C1=CC2=C(NC=N2)C(=C1NC1=C(C=C(C=C1)Br)C)F (7-Fluoro-6-(4-bromo-2-methyl-phenylamino)-1H-benzoimidazole-5-carboxylic acid methyl ester), [OH-].[Na+] (NaOH). Starting materials: C(C)OC(=O)N1CCOC2=C1C=C(C=C2)C(=O)N2C(CC(C1=CC=CC=C21)N(C2=CC=C(C=C2)Cl)C(C)=O)C (6-{4-[Acetyl-(4-chloro-phenyl)-amino]-2-methyl-3,4-dihydro-2H-quinoline-1-carbonyl}-2,3-dihydro-benzo[1,4]oxazine-4-carboxylic acid ethyl ester). Run in C(Cl)Cl (methylene chloride), I[Si](C)(C)C (iodotrimethylsilane). Conditions: time 4 day. Product: ClC1=CC=C(C=C1)N(C(C)=O)[C@@H]1C[C@@H](N(C2=CC=CC=C12)C(=O)C=1C=CC2=C(NCCO2)C1)C ((2S,4R)-N-(4-chloro-phenyl)-N-[1-(3,4-dihydro-2H-benzo[1,4]oxazine-6-carbonyl)-2-methyl-1,2,3,4-tetrahydro-quinolin-4-yl]-acetamide). As a reaction SMILES: C(OC([N:6]1[C:11]2[CH:12]=[C:13]([C:16]([N:18]3[C:27]4[C:22](=[CH:23][CH:24]=[CH:25][CH:26]=4)[CH:21]([N:28]([C:36](=[O:38])[CH3:37])[C:29]4[CH:34]=[CH:33][C:32]([Cl:35])=[CH:31][CH:30]=4)[CH2:20][CH:19]3[CH3:39])=[O:17])[CH:14]=[CH:15][C:10]=2[O:9][CH2:8][CH2:7]1)=O)C>C(Cl)Cl.I[Si](C)(C)C>[Cl:35][C:32]1[CH:33]=[CH:34][C:29]([N:28]([C@H:21]2[C:22]3[C:27](=[CH:26][CH:25]=[CH:24][CH:23]=3)[N:18]([C:16]([C:13]3[CH:14]=[CH:15][C:10]4[O:9][CH2:8][CH2:7][NH:6][C:11]=4[CH:12]=3)=[O:17])[C@@H:19]([CH3:39])[CH2:20]2)[C:36](=[O:38])[CH3:37])=[CH:30][CH:31]=1. Reported procedure: 6-{4-[Acetyl-(4-chloro-phenyl)-amino]-2-methyl-3,4-dihydro-2H-quinoline-1-carbonyl}-2,3-dihydro-benzo[1,4]oxazine-4-carboxylic acid ethyl ester was dissolved in methylene chloride (3 mL) and iodotrimethylsilane (1 mL). After 4 days, the reaction was quenched with sat. aq. NaHCO3. The residue was partitioned between methylene chloride and water, then extracted three times with methylene chloride, dried over MgSO4, filtered and concentrated. The crude residue was purified by silica gel chromatogra... Starting materials: BrC1=CC=CC(=N1)N1CCC(CCC1)NCCO (2-[1-(6-bromopyridin-2-yl)azepan-4-ylamino]ethanol), CC1(OB(OC1(C)C)C1=CC=2C(CCC(C2C=C1)(C)C)(C)C)C (4,4,5,5-tetramethyl-2-(5,5,8,8-tetramethyl-5,6,7,8-tetrahydronaphthalen-2-yl)-1,3,2-dioxaborolane). Yields the product CC1(C=2C=CC(=CC2C(CC1)(C)C)C1=CC=CC(=N1)N1CCC(CCC1)NCCO)C (2-{1-[6-(5,5,8,8-tetramethyl-5,6,7,8-tetrahydronaphthalen-2-yl)pyridin-2-yl]azepan-4-ylamino}ethanol). As a reaction SMILES: Br[C:2]1[N:7]=[C:6]([N:8]2[CH2:14][CH2:13][CH2:12][CH:11]([NH:15][CH2:16][CH2:17][OH:18])[CH2:10][CH2:9]2)[CH:5]=[CH:4][CH:3]=1.CC1(C)C(C)(C)OB([C:27]2[CH:36]=[CH:35][C:34]3[C:33]([CH3:38])([CH3:37])[CH2:32][CH2:31][C:30]([CH3:40])([CH3:39])[C:29]=3[CH:28]=2)O1>>[CH3:37][C:33]1([CH3:38])[CH2:32][CH2:31][C:30]([CH3:40])([CH3:39])[C:29]2[CH:28]=[C:27]([C:2]3[N:7]=[C:6]([N:8]4[CH2:14][CH2:13][CH2:12][CH:11]([NH:15][CH2:16][CH2:17][OH:18])[CH2:10][CH2:9]4)[CH:5]=[CH:4][CH:3]=3)[CH:36]=[CH:35][C:34]1=2. Procedure: The preparation is carried out analogously to FS102 starting from 79 mg (0.245 mmol) of 2-[1-(6-bromopyridin-2-yl)azepan-4-ylamino]ethanol and 96 mg (0.257 mmol) of 4,4,5,5-tetramethyl-2-(5,5,8,8-tetramethyl-5,6,7,8-tetrahydronaphthalen-2-yl)-1,3,2-dioxaborolane. The product is purified by means of preparative HPLC and converted into the hydrochloride using methanolic HCl. Starting materials: N#N (N2), BrC(C(=O)OCC)(F)F (ethyl bromodifluoroacetate), N1CCCC1 (pyrrolidine). Run at temperature 50 celsius, time 18 hour. The product is BrC(C(=O)N1CCCC1)(F)F (2-Bromo-2,2-difluoro-1-(pyrrolidin-1-yl)ethanone). Reaction SMILES: N#N.[Br:3][C:4]([F:11])([F:10])[C:5]([O:7]CC)=O.[NH:12]1[CH2:16][CH2:15][CH2:14][CH2:13]1>>[Br:3][C:4]([F:10])([F:11])[C:5]([N:12]1[CH2:16][CH2:15][CH2:14][CH2:13]1)=[O:7]. Procedure details: In a flame dried round-bottomed flask equipped with a magnetic stir bar and under inert atmosphere (N2), ethyl bromodifluoroacetate (0.88 mL, 6.89 mmol) was added dropwise to pyrrolidine (0.58 mL, 6.89 mmol) at rt. The reaction mixture was stirred at 50° C. for 2 h and at rt for 18 h. The mixture was then filtered through silica and the title compound obtained as a colorless oil. LC-MS-conditions 08: tR=0.70 min; [M+H]+=228.01. Starting materials: Cc1c(F)ccc2onc(OCCNC(=O)OC(C)(C)C)c12, Cl, C1COCCO1. Product: Cl, Cc1c(F)ccc2onc(OCCN)c12. Reaction SMILES: [C:1]([O:2][C:3](=[O:4])[NH:8][CH2:9][CH2:10][O:11][c:12]1[n:13][o:14][c:15]2[c:16]1[c:17]([CH3:22])[c:18]([F:21])[cH:19][cH:20]2)([CH3:5])([CH3:6])[CH3:7].[ClH:29].[O:23]1[CH2:24][CH2:25][O:26][CH2:27][CH2:28]1>>[ClH:29].[NH2:8][CH2:9][CH2:10][O:11][c:12]1[n:13][o:14][c:15]2[c:16]1[c:17]([CH3:22])[c:18]([F:21])[cH:19][cH:20]2.